Dataset: the Open Reaction Database (ORD), a public repository of structured organic reaction records. Task: describe an organic reaction: reactants, conditions, products, and yield Starting materials: FC1=CC=C(C(=O)C#C)C=C1 (4-fluorobenzoylacetylene), COC(N(C=CC(=C)C)C(C)C)=O (N-isopropyl-N-(3-methyl-1,3-butadienyl)-carbamic acid methylester). The solvent is CCCCCC (hexane), CCCCCC (hexane). Conditions: time 6 hour. The product is C(C)(C)N(C(=O)OC)C1C(C(=O)C2=CC=C(C=C2)F)=CCC(=C1)C (2-(N-Isopropyl-N-carbomethoxyamino)-4-methyl-4'-fluoro-2,5-dihydrobenzophenone). As a reaction SMILES: [F:1][C:2]1[CH:11]=[CH:10][C:5]([C:6]([C:8]#[CH:9])=[O:7])=[CH:4][CH:3]=1.[CH3:12][O:13][C:14](=[O:24])[N:15]([CH:21]([CH3:23])[CH3:22])[CH:16]=[CH:17][C:18]([CH3:20])=[CH2:19]>CCCCCC>[CH:21]([N:15]([CH:16]1[CH:17]=[C:18]([CH3:20])[CH2:19][CH:9]=[C:8]1[C:6]([C:5]1[CH:10]=[CH:11][C:2]([F:1])=[CH:3][CH:4]=1)=[O:7])[C:14]([O:13][CH3:12])=[O:24])([CH3:22])[CH3:23]. Procedure details: To a stirred suspension of 67,9 g 4-fluorobenzoylacetylene in 160 ml hexane under reflux is added dropwise within 1 hour 78,8 g N-isopropyl-N-(3-methyl-1,3-butadienyl)-carbamic acid methylester in 40 ml hexane. After the addition is completed, the reaction mixture is stirred for additional 6 hours under reflux, and then cooled to room temperature, whereby the heading compound precipitates, m.p. 98°-102° C. Starting materials: OCCNC1=NC=NC(=C1N)Cl (4-β-hydroxyethylamino-5-amino-6-chloropyrimidine), C(=O)O (formic acid). Product: OCCNC1=NC=NC(=C1NC=O)Cl (4-β-hydroxyethylamino-5-formamido-6-chloropyrimidine). Reaction SMILES: [OH:1][CH2:2][CH2:3][NH:4][C:5]1[C:10]([NH2:11])=[C:9]([Cl:12])[N:8]=[CH:7][N:6]=1.[CH:13](O)=[O:14]>>[OH:1][CH2:2][CH2:3][NH:4][C:5]1[C:10]([NH:11][CH:13]=[O:14])=[C:9]([Cl:12])[N:8]=[CH:7][N:6]=1. Reported procedure: The starting 4-β-hydroxyethylamino-5-formamido-6-chloropyrimidine was prepared by heating in 80% formic acid, 4-β-hydroxyethylamino-5-amino-6-chloropyrimidine, M.P. (Koffer) 139° C, itself prepared according to the method of SCHAEFFER and BHARGAVA, Biochemistry (1965) 71. Reactants: ( 5 ), BrC1=COC=C1 (3-Bromofuran), ( 22 ), C(CCC)[Li] (n-butyllithium), Cl[Si](O[Si](O[Si](Cl)(C)C)(C)C)(C)C (1,5-dichlorohexamethyl trisiloxane), O (water). Solvent: O1CCCC1 (THF), O1CCCC1 (tetrahydrofuran), O1CCCC1 (THF). Reaction conditions: temperature -78 celsius, time 1 hour. Yields the product O1C=C(C=C1)[Si](O[Si](O[Si](C1=COC=C1)(C)C)(C)C)(C)C (1,5-Bis(3-furyl)-hexamethyl trisiloxane). RXN SMILES: [CH2:1]([Li])[CH2:2][CH2:3][CH3:4].Br[C:7]1[CH:11]=[CH:10][O:9][CH:8]=1.Cl[Si:13]([CH3:24])([CH3:23])[O:14][Si:15]([CH3:22])([CH3:21])[O:16][Si:17]([CH3:20])([CH3:19])Cl.[OH2:25]>O1CCCC1>[O:25]1[CH:4]=[CH:3][C:2]([Si:13]([CH3:24])([CH3:23])[O:14][Si:15]([CH3:22])([CH3:21])[O:16][Si:17]([CH3:20])([CH3:19])[C:7]2[CH:11]=[CH:10][O:9][CH:8]=2)=[CH:1]1. Reported procedure: Twenty-two (22) ml of n-butyllithium (1.55M in hexane) and 5 ml dry tetrahydrofuran (THF) were added under nitrogen to a 250 ml round-bottomed flask equipped with a magnetic stirrer. The solution was cooled to -78 degrees C. Five (5) grams of 3-Bromofuran in 10 ml dry THF were then added dropwise under nitrogen, with constant stirring. The solution was stirred for 1 hour upon which a slurry formed. 4.718 g of 1,5-dichlorohexamethyl trisiloxane in 10 ml dry THF were then added dropwise under nitr...